The task is: describe an organic reaction: reactants, conditions, products, and yield. This data is from the Open Reaction Database (ORD), a public repository of structured organic reaction records. The reactants are NC=1C=NC2=CC(=CC=C2C1NCC(C)(O)C)Br (1-[(3-amino-7-bromoquinolin-4-yl)amino]-2-methylpropan-2-ol), C(C)OC(OCC)OCC (triethylorthoformate). Reagents/catalysts: Cl.N1=CC=CC=C1 (pyridine-HCl). Run in C1(=CC=CC=C1)C (toluene). Yields the product BrC=1C=CC=2C3=C(C=NC2C1)N=CN3CC(C)(O)C (1-(7-bromo-1H-imidazo[4,5-c]quinolin-1-yl)-2-methylpropan-2-ol). Isolated yield 95.0%. As a reaction SMILES: [NH2:1][C:2]1[CH:3]=[N:4][C:5]2[C:10]([C:11]=1[NH:12][CH2:13][C:14]([CH3:17])([OH:16])[CH3:15])=[CH:9][CH:8]=[C:7]([Br:18])[CH:6]=2.[CH2:19](OC(OCC)OCC)C>Cl.N1C=CC=CC=1.C1(C)C=CC=CC=1>[Br:18][C:7]1[CH:8]=[CH:9][C:10]2[C:11]3[N:12]([CH2:13][C:14]([CH3:15])([OH:16])[CH3:17])[CH:19]=[N:1][C:2]=3[CH:3]=[N:4][C:5]=2[CH:6]=1 |f:2.3|. Procedure: A 2-L round bottom flask was charged with 1-[(3-amino-7-bromoquinolin-4-yl)amino]-2-methylpropan-2-ol (25.5 g, 82.2 mmol), toluene (1 L), pyridine-HCl (0.1 g, 0.82 mmol, 0.01 eq) and triethylorthoformate (13.4 g, 90.4 mmol, 1.1 eq), and the reaction was heated at reflux for 2 hours. The reaction mixture was concentrated to dryness. The resulting pale yellow solid was slurried in 1% aqueous sodium carbonate solution (250 mL), collected by vacuum filtration, and air-dried on the funnel overnight t...